This data is from the Open Reaction Database (ORD), a public repository of structured organic reaction records. The task is: describe an organic reaction: reactants, conditions, products, and yield Reactants: CC=1CS([C@H]2N(C1C(=O)O)C(C2NC(CC2=CC=CC=C2)=O)=O)=O (3-methyl-7-phenylacetamido-3-cephem-4-carboxylic acid-1-oxide), C[Si](NC(C)=O)(C)C (N-trimethylsilylacetamide), BrN1C(CCC1=O)=O (N-bromosuccinimide). Solvent: ClCCl (dichloromethane), ClCCl (dichloromethane). Product: BrCC=1CS([C@H]2N(C1C(=O)O[Si](C)(C)C)C(C2NC(CC2=CC=CC=C2)=O)=O)=O (trimethylsilyl 3-bromomethyl-7-phenylacetamido-3-cephem-4-carboxylate-1-oxide). Yield: 46.0%. As a reaction SMILES: [CH3:1][C:2]1[CH2:3][S:4](=[O:24])[C@@H:5]2[CH:12]([NH:13][C:14](=[O:22])[CH2:15][C:16]3[CH:21]=[CH:20][CH:19]=[CH:18][CH:17]=3)[C:11](=[O:23])[N:6]2[C:7]=1[C:8]([OH:10])=[O:9].[CH3:25][Si:26]([CH3:32])([CH3:31])NC(=O)C.[Br:33]N1C(=O)CCC1=O>ClCCl>[Br:33][CH2:1][C:2]1[CH2:3][S:4](=[O:24])[C@@H:5]2[CH:12]([NH:13][C:14](=[O:22])[CH2:15][C:16]3[CH:17]=[CH:18][CH:19]=[CH:20][CH:21]=3)[C:11](=[O:23])[N:6]2[C:7]=1[C:8]([O:10][Si:26]([CH3:32])([CH3:31])[CH3:25])=[O:9]. Procedure details: To a refluxing suspension of 359 mg (1.03 mmoles) of 3-methyl-7-phenylacetamido-3-cephem-4-carboxylic acid-1-oxide in 25 ml of dichloromethane, 189 mg of N-trimethylsilylacetamide (1.45 mmoles) were added and the clear solution that was obtained after refluxing for 3/4 hours was cooled in an ice-bath and diluted to 40 ml with dichloromethane. Bromination was carried out in half an hour using 287 mg (1.61 mmoles) of N-bromosuccinimide as the brominating agent to obtain a yield of 46% of trimethyl... Reactants: CN(C)C(=O)N1CCc2ccc([N+](=O)[O-])cc2CC1, CO. Yields the product CN(C)C(=O)N1CCc2ccc(N)cc2CC1. As a reaction SMILES: [CH3:1][N:2]([C:3](=[O:4])[N:5]1[CH2:6][CH2:7][c:8]2[c:9]([cH:12][c:13]([N+:16]([O-:17])=[O:18])[cH:14][cH:15]2)[CH2:10][CH2:11]1)[CH3:19].[CH3:20][OH:21]>>[CH3:1][N:2]([C:3](=[O:4])[N:5]1[CH2:6][CH2:7][c:8]2[c:9]([cH:12][c:13]([NH2:16])[cH:14][cH:15]2)[CH2:10][CH2:11]1)[CH3:19]. Reactants: C(C)OC(CCC1=CC(=C(C=C1)N)C(N(C)C)=O)=O (3-(4-Amino-3-dimethylcarbamoylphenyl)propionic acid ethyl ester), FC(C1=CC=C(C=C1)C=1C(=CC=CC1)C(=O)Cl)(F)F (4′-trifluoromethylbiphenyl-2-carbonyl chloride), carboxylic acid, CN(C)C (trimethylamine). The solvent is C(C)(=O)OCC (ethyl acetate). Run at temperature 0 celsius, time 8 hour. Yields the product C(C)OC(CCC1=CC(=C(C=C1)NC(=O)C=1C(=CC=CC1)C1=CC=C(C=C1)C(F)(F)F)C(N(C)C)=O)=O (3-{3-Dimethylcarbamoyl-4-[(4′-trifluoromethylbiphenyl-2-carbonyl)amino]phenyl}propionic acid ethyl ester). As a reaction SMILES: [CH2:1]([O:3][C:4](=[O:19])[CH2:5][CH2:6][C:7]1[CH:12]=[CH:11][C:10]([NH2:13])=[C:9]([C:14](=[O:18])[N:15]([CH3:17])[CH3:16])[CH:8]=1)[CH3:2].CN(C)C.[F:24][C:25]([F:42])([F:41])[C:26]1[CH:31]=[CH:30][C:29]([C:32]2[C:33]([C:38](Cl)=[O:39])=[CH:34][CH:35]=[CH:36][CH:37]=2)=[CH:28][CH:27]=1>C(OCC)(=O)C>[CH2:1]([O:3][C:4](=[O:19])[CH2:5][CH2:6][C:7]1[CH:12]=[CH:11][C:10]([NH:13][C:38]([C:33]2[C:32]([C:29]3[CH:30]=[CH:31][C:26]([C:25]([F:24])([F:41])[F:42])=[CH:27][CH:28]=3)=[CH:37][CH:36]=[CH:35][CH:34]=2)=[O:39])=[C:9]([C:14](=[O:18])[N:15]([CH3:16])[CH3:17])[CH:8]=1)[CH3:2]. Procedure details: 3-(4-Amino-3-dimethylcarbamoylphenyl)propionic acid ethyl ester (1.52 g) was dissolved in ethyl acetate (10 mL), and trimethylamine (533 mg) was added thereto. After cooling down to 0° C., 4′-trifluoromethylbiphenyl-2-carbonyl chloride (synthesized from the corresponding carboxylic acid 0.529 g) was added thereto, and the mixture was stirred at room temperature overnight. After filtration of the insoluble material, the filtrate was concentrated and purified by column chromatography on silica gel... The reactants are CS(C)=O, O=N[O-], COC(=O)C(C)(C)c1nc(-c2ccc([N+](=O)[O-])c(N)n2)c(-c2ccc(F)cc2F)[nH]1, [Na+], O, O=S(=O)(O)O. Yields the product COC(=O)C(C)(C)c1nc(-c2ccc([N+](=O)[O-])c(O)n2)c(-c2ccc(F)cc2F)[nH]1. Reaction SMILES: [CH3:40][S:41](=[O:42])[CH3:43].[N:36]([O-:37])=[O:38].[NH2:1][c:2]1[c:3]([N+:28](=[O:29])[O-:30])[cH:4][cH:5][c:6](-[c:8]2[n:9][c:10]([C:21]([C:22](=[O:23])[O:24][CH3:25])([CH3:26])[CH3:27])[nH:11][c:12]2-[c:13]2[c:14]([F:20])[cH:15][c:16]([F:19])[cH:17][cH:18]2)[n:7]1.[Na+:39].[OH2:44].[S:31]([OH:32])(=[O:33])(=[O:34])[OH:35]>>[c:2]1([OH:32])[c:3]([N+:28](=[O:29])[O-:30])[cH:4][cH:5][c:6](-[c:8]2[n:9][c:10]([C:21]([C:22](=[O:23])[O:24][CH3:25])([CH3:26])[CH3:27])[nH:11][c:12]2-[c:13]2[c:14]([F:20])[cH:15][c:16]([F:19])[cH:17][cH:18]2)[n:7]1. The reactants are CN([SiH](C)C)[Si](C)(C)C, CC(=O)O, O=Cc1ccccc1, [Li]CCCC, C1CCOC1, O=C(O)C1=C(Sc2ccccc2)CC2CC(=O)C12. Product: O=C(O)C1=C(Sc2ccccc2)CC2C1C(=O)C2C(O)c1ccccc1. RXN SMILES: [CH3:1][SiH:2]([CH3:3])[N:4]([CH3:5])[Si:6]([CH3:7])([CH3:8])[CH3:9].[CH3:46][C:47](=[O:48])[OH:49].[CH:33](=[O:34])[c:35]1[cH:36][cH:37][cH:38][cH:39][cH:40]1.[Li:10][CH2:11][CH2:12][CH2:13][CH3:14].[O:41]1[CH2:42][CH2:43][CH2:44][CH2:45]1.[c:15]1([S:21][C:22]2=[C:23]([C:30](=[O:31])[OH:32])[CH:24]3[C:25](=[O:29])[CH2:26][CH:27]3[CH2:28]2)[cH:16][cH:17][cH:18][cH:19][cH:20]1>>[c:15]1([S:21][C:22]2=[C:23]([C:30](=[O:31])[OH:32])[CH:24]3[C:25](=[O:29])[CH:26]([CH:33]([OH:34])[c:35]4[cH:36][cH:37][cH:38][cH:39][cH:40]4)[CH:27]3[CH2:28]2)[cH:16][cH:17][cH:18][cH:19][cH:20]1. The reactants are BrC=1C=CC2=C(C(=NCC=3N2C(=NN3)CCl)C3=CC=CC=C3)C1 (8-bromo-1-(chloromethyl)-6-phenyl-4H-s-triazolo[4,3-a][1,4]benzodiazepine), [I-].[K+] (potassium iodide), CC=CCN (methylallylamine). Run in O1CCCC1 (tetrahydrofuran). Product: BrC=1C=CC2=C(C(=NCC=3N2C(=NN3)CNCCC=C)C3=CC=CC=C3)C1 (8-bromo-1-[(allylmethylamino)methyl]-6-phenyl-4H-s-triazolo[4,3-a][1,4]benzodiazepine). RXN SMILES: [Br:1][C:2]1[CH:3]=[CH:4][C:5]2[N:11]3[C:12]([CH2:15]Cl)=[N:13][N:14]=[C:10]3[CH2:9][N:8]=[C:7]([C:17]3[CH:22]=[CH:21][CH:20]=[CH:19][CH:18]=3)[C:6]=2[CH:23]=1.[I-].[K+].[CH3:26][CH:27]=[CH:28][CH2:29][NH2:30]>O1CCCC1>[Br:1][C:2]1[CH:3]=[CH:4][C:5]2[N:11]3[C:12]([CH2:15][NH:30][CH2:29][CH2:28][CH:27]=[CH2:26])=[N:13][N:14]=[C:10]3[CH2:9][N:8]=[C:7]([C:17]3[CH:22]=[CH:21][CH:20]=[CH:19][CH:18]=3)[C:6]=2[CH:23]=1 |f:1.2|. Procedure details: In the manner given in Example 32, 8-bromo-1-(chloromethyl)-6-phenyl-4H-s-triazolo[4,3-a][1,4]benzodiazepine, potassium iodide, and methylallylamine in tetrahydrofuran are reacted to give 8-bromo-1-[(allylmethylamino)methyl]-6-phenyl-4H-s-triazolo[4,3-a][1,4]benzodiazepine. Reactants: CCC1CO1, Cc1ccccc1, O=C(Cl)C(Cc1ccccc1)N1C(=O)c2ccccc2C1=O. The product is O=CC(Cc1ccccc1)N1C(=O)c2ccccc2C1=O. As a reaction SMILES: [CH2:23]1[O:24][CH:25]1[CH2:26][CH3:27].[CH3:28][c:29]1[cH:30][cH:31][cH:32][cH:33][cH:34]1.[c:1]1([CH2:7][CH:8]([C:9](=[O:10])[Cl:11])[N:12]2[C:13](=[O:22])[c:14]3[c:15]([cH:18][cH:19][cH:20][cH:21]3)[C:16]2=[O:17])[cH:2][cH:3][cH:4][cH:5][cH:6]1>>[c:1]1([CH2:7][CH:8]([CH:9]=[O:10])[N:12]2[C:13](=[O:22])[c:14]3[c:15]([cH:18][cH:19][cH:20][cH:21]3)[C:16]2=[O:17])[cH:2][cH:3][cH:4][cH:5][cH:6]1. Starting materials: FC(C1=CC=C2SC=3C=CC=C(C3NC2=C1)C(=O)Cl)(F)F (8-trifluoromethylphenothiazine-1-carboxylic acid chloride), [S-]C#N.[K+] (potassium thiocyanate). Run in CC(=O)C (acetone), CC(=O)C (acetone). Run at time 1.5 hour. The product is FC(C1=CC=C2SC=3C=CC=C(C3NC2=C1)C(=O)N=C=S)(F)F (8-trifluoromethylphenothiazine-1-carboxylic acid isothiocyanate). RXN SMILES: [F:1][C:2]([F:21])([F:20])[C:3]1[CH:16]=[C:15]2[C:6]([S:7][C:8]3[CH:9]=[CH:10][CH:11]=[C:12]([C:17](Cl)=[O:18])[C:13]=3[NH:14]2)=[CH:5][CH:4]=1.[S-:22][C:23]#[N:24].[K+]>CC(C)=O>[F:1][C:2]([F:21])([F:20])[C:3]1[CH:16]=[C:15]2[C:6]([S:7][C:8]3[CH:9]=[CH:10][CH:11]=[C:12]([C:17]([N:24]=[C:23]=[S:22])=[O:18])[C:13]=3[NH:14]2)=[CH:5][CH:4]=1 |f:1.2|. Procedure: A solution of 56.5 g. (0.172 mol.) of 8-trifluoromethylphenothiazine-1-carboxylic acid chloride in 450 ml. of acetone was added over a 15 minute period to a stirred solution of 25.0 g. (0.257 mol.) of potassium thiocyanate in 200 ml. of acetone. The resulting reddish brown suspension was stirred at 25° for 1.5 hours. The reaction mixture was concentrated under reduced pressure to approximately 300 ml. then diluted with 700 ml. of water. The product was collected by filtration and washed thorough... The reactants are NC=1C2=C(N=CN1)N(C(=C2C2=CC=C(C=C2)OC2=CC=CC=C2)C#N)[C@H]2CN(CC2)C(=O)OC(C)(C)C ((R)-tert-butyl 3-(4-amino-6-cyano-5-(4-phenoxyphenyl)-7H-pyrrolo[2,3-d]pyrimidin-7-yl)pyrrolidine-1-carboxylate), [OH-].[Na+] (NaOH). Run in COCCO.O (2-methoxyethanol H2O). Conditions: temperature 125 celsius. Product: NC=1C2=C(N=CN1)N(C(=C2C2=CC=C(C=C2)OC2=CC=CC=C2)C(N)=O)[C@H]2CN(CC2)C(=O)OC(C)(C)C ((R)-tert-Butyl 3-(4-amino-6-carbamoyl-5-(4-phenoxyphenyl)-7H-pyrrolo[2,3-d]pyrimidin-7-yl)pyrrolidine-1-carboxylate). The yield is 100.5%. Reaction SMILES: [NH2:1][C:2]1[C:3]2[C:10]([C:11]3[CH:16]=[CH:15][C:14]([O:17][C:18]4[CH:23]=[CH:22][CH:21]=[CH:20][CH:19]=4)=[CH:13][CH:12]=3)=[C:9]([C:24]#[N:25])[N:8]([C@@H:26]3[CH2:30][CH2:29][N:28]([C:31]([O:33][C:34]([CH3:37])([CH3:36])[CH3:35])=[O:32])[CH2:27]3)[C:4]=2[N:5]=[CH:6][N:7]=1.[OH-:38].[Na+]>COCCO.O>[NH2:1][C:2]1[C:3]2[C:10]([C:11]3[CH:12]=[CH:13][C:14]([O:17][C:18]4[CH:19]=[CH:20][CH:21]=[CH:22][CH:23]=4)=[CH:15][CH:16]=3)=[C:9]([C:24](=[O:38])[NH2:25])[N:8]([C@@H:26]3[CH2:30][CH2:29][N:28]([C:31]([O:33][C:34]([CH3:37])([CH3:36])[CH3:35])=[O:32])[CH2:27]3)[C:4]=2[N:5]=[CH:6][N:7]=1 |f:1.2,3.4|. Procedure: A mixture of (R)-tert-butyl 3-(4-amino-6-cyano-5-(4-phenoxyphenyl)-7H-pyrrolo[2,3-d]pyrimidin-7-yl)pyrrolidine-1-carboxylate (101) (290 mg, 0.58 mmol) and NaOH (290 mg, 7 mmol) in 2-methoxyethanol/H2O (8 mL/2 mL) was sealed in a microwave tube. The reaction mixture was purged with N2 (3×) and heated at 125° C. in a microwave reactor for 45 min. After cooling down to r.t., the reaction was diluted with water, and the resulting solid was filtered, washed with water, dried under vacuum. (R)-tert-Bu... Reactants: FC([C@@H](C1=CC=C(C=C1)F)OS(=O)(=O)C(F)(F)F)(F)F (trifluoromethanesulfonic acid-2,2,2-trifluoro-1(R)-(4-fluorophenyl)ethyl ester), CCN(C(C)C)C(C)C (DIPEA), Cl (HCl), N[C@H](C(=O)O)CS(=O)(=O)N1CCOCC1 (2(R)-amino-3-(morpholin-4-sulfonyl)-propionic acid). The solvent is C(Cl)Cl (CH2Cl2), CCOCC (Et2O). Conditions: time 8 hour. Yields the product N1(CCOCC1)S(=O)(=O)C[C@@H](C(=O)O)N[C@H](C(F)(F)F)C1=CC=C(C=C1)F (3-(morpholin-4-sulfonyl)-2(R)-[2,2,2-trifluoro-1(S)-(4-fluorophenyl)-ethylamino]propionic acid). Yield: 7.7%. RXN SMILES: [F:1][C:2]([F:20])([F:19])[C@H:3](OS(C(F)(F)F)(=O)=O)[C:4]1[CH:9]=[CH:8][C:7]([F:10])=[CH:6][CH:5]=1.CCN(C(C)C)C(C)C.Cl.[NH2:31][C@@H:32]([CH2:36][S:37]([N:40]1[CH2:45][CH2:44][O:43][CH2:42][CH2:41]1)(=[O:39])=[O:38])[C:33]([OH:35])=[O:34]>C(Cl)Cl.CCOCC>[N:40]1([S:37]([CH2:36][C@H:32]([NH:31][C@@H:3]([C:4]2[CH:5]=[CH:6][C:7]([F:10])=[CH:8][CH:9]=2)[C:2]([F:1])([F:19])[F:20])[C:33]([OH:35])=[O:34])(=[O:39])=[O:38])[CH2:41][CH2:42][O:43][CH2:44][CH2:45]1. Reported procedure: To a solution of trifluoromethanesulfonic acid-2,2,2-trifluoro-1(R)-(4-fluorophenyl)ethyl ester (0.511 g, 88% pure, 1.38 mmol) in CH2Cl2 (5 mL) at rt was added DIPEA (Aldrich, 0.74 mL, 4.24 mmol) followed by the solid HCl salt of 2(R)-amino-3-(morpholin-4-sulfonyl)-propionic acid (0.292 g, 1.06 mmol) in small portions over 2 min. The initially homogeneous orange-brown solution became heterogeneous within minutes and was allowed to stir overnight at rt. The reaction mixture was then diluted with ...